From a dataset of the Open Reaction Database (ORD), a public repository of structured organic reaction records. describe an organic reaction: reactants, conditions, products, and yield Starting materials: C(C)OCOC1=C(C[Si](C)(CC2=C(C(=CC=C2)C(C)C)OCOCC)CC2=C(C(=CC=C2)C(C)C)OCOCC)C=CC=C1C(C)C (tris(2-(ethoxymethoxy)-3-isopropylbenzyl)(methyl)silane), C1(=CC=C(C=C1)S(=O)(=O)[O-])C.[NH+]1=CC=CC=C1 (pyridinium p-toluenesulfonate). The solvent is C(C)(C)O (isopropanol). The product is OC1=C(C[Si](C)(CC2=C(C(=CC=C2)C(C)C)O)CC2=C(C(=CC=C2)C(C)C)O)C=CC=C1C(C)C (tris(2-hydroxyl-3-isopropylbenzyl)(methyl)silane). The yield is 63.0%. RXN SMILES: C(OC[O:5][C:6]1[C:44]([CH:45]([CH3:47])[CH3:46])=[CH:43][CH:42]=[CH:41][C:7]=1[CH2:8][Si:9]([CH2:26][C:27]1[CH:32]=[CH:31][CH:30]=[C:29]([CH:33]([CH3:35])[CH3:34])[C:28]=1[O:36]COCC)([CH2:11][C:12]1[CH:17]=[CH:16][CH:15]=[C:14]([CH:18]([CH3:20])[CH3:19])[C:13]=1[O:21]COCC)[CH3:10])C.C1(C)C=CC(S([O-])(=O)=O)=CC=1.[NH+]1C=CC=CC=1>C(O)(C)C>[OH:36][C:28]1[C:29]([CH:33]([CH3:35])[CH3:34])=[CH:30][CH:31]=[CH:32][C:27]=1[CH2:26][Si:9]([CH2:8][C:7]1[CH:41]=[CH:42][CH:43]=[C:44]([CH:45]([CH3:46])[CH3:47])[C:6]=1[OH:5])([CH2:11][C:12]1[CH:17]=[CH:16][CH:15]=[C:14]([CH:18]([CH3:20])[CH3:19])[C:13]=1[OH:21])[CH3:10] |f:1.2|. Reported procedure: A solution of tris(2-(ethoxymethoxy)-3-isopropylbenzyl)(methyl)silane (IIIc) (1.01 g, 1.52 mmol) and pyridinium p-toluenesulfonate (0.24 g, 0.955 mmol) in isopropanol (17 mL) was heated at 70° C. for 11 h. The solvent was removed and the residue was purified by flash column chromatography (hexanes/ethyl acetate=5:1, v/v) to afford the title compound (0.47 g, 63%) as a colorless oil. Starting materials: BrCCCCl (1-bromo-3-chloropropane), N1=C(C=CC2=CC=CC=C12)CN1CCNCC1 (1-(2-quinolylmethyl)piperazine), C([O-])([O-])=O.[K+].[K+] (potassium carbonate). Run in CC(=O)C (acetone). Conditions: time 20 hour. Product: ClCCCN1CCN(CC1)CC1=NC2=CC=CC=C2C=C1 (1-(3-chloropropyl)-4-(2-quinolylmethyl)piperazine), oil. The yield is 65.7%. Reaction SMILES: [N:1]1[C:10]2[C:5](=[CH:6][CH:7]=[CH:8][CH:9]=2)[CH:4]=[CH:3][C:2]=1[CH2:11][N:12]1[CH2:17][CH2:16][NH:15][CH2:14][CH2:13]1.C(=O)([O-])[O-].[K+].[K+].Br[CH2:25][CH2:26][CH2:27][Cl:28]>CC(C)=O>[Cl:28][CH2:27][CH2:26][CH2:25][N:15]1[CH2:16][CH2:17][N:12]([CH2:11][C:2]2[CH:3]=[CH:4][C:5]3[C:10](=[CH:9][CH:8]=[CH:7][CH:6]=3)[N:1]=2)[CH2:13][CH2:14]1 |f:1.2.3|. Procedure: A mixture consisting of 1-(2-quinolylmethyl)piperazine (21.75 g, 95.7 mmol), potassium carbonate (19.90 g, 144 mmol), 1-bromo-3-chloropropane (16.57 g, 105 mmol) and acetone (250 ml) was heated under reflux and stirring for 20 hours, insoluble matter was removed and the solvent was distilled off. The oil residue was dissolved in chloroform and the resulting solution was then subjected to chromatography on a silica gel column (developer: chloroform/methanol=100/1), whereby 19.10 g of the title co... As a reaction SMILES: [NH2:1][CH2:2][C@@H:3]1[C@H:8]([CH3:9])[CH2:7][CH2:6][CH2:5][N:4]1[C:10]([C:12]1[C:17]([N:18]2[N:22]=[CH:21][CH:20]=[N:19]2)=[CH:16][CH:15]=[CH:14][C:13]=1[F:23])=[O:11].F[C:25]1[CH:30]=[CH:29][C:28]([C:31]([F:34])([F:33])[F:32])=[CH:27][N:26]=1>>[F:23][C:13]1[CH:14]=[CH:15][CH:16]=[C:17]([N:18]2[N:19]=[CH:20][CH:21]=[N:22]2)[C:12]=1[C:10]([N:4]1[CH2:5][CH2:6][CH2:7][C@@H:8]([CH3:9])[C@H:3]1[CH2:2][NH:1][C:25]1[CH:30]=[CH:29][C:28]([C:31]([F:34])([F:33])[F:32])=[CH:27][N:26]=1)=[O:11]. Procedure: The title compound was prepared following the same general protocol as described for Example A44 using ((2S,3R)-2-(aminomethyl)-3-methylpiperidin-1-yl)(2-fluoro-6-(2H-1,2,3-triazol-2-yl)phenyl)methanone and 2-fluoro-5-(trifluoromethyl)pyridine. ESI-MS (m/z): 463 [M+1]+. 1H NMR (300 MHz, DMSO-d6) δ 8.40-6.50 (m, 9H), 4.95-2.70 (m, 5H), 2.05-0.65 (m, 8H). Product: FC1=C(C(=CC=C1)N1N=CC=N1)C(=O)N1[C@@H]([C@@H](CCC1)C)CNC1=NC=C(C=C1)C(F)(F)F ((2-Fluoro-6-(2H-1,2,3-triazol-2-yl)phenyl)((2S,3R)-3-methyl-2-(((5-(trifluoromethyl)pyridin-2-yl)amino)methyl)piperidin-1-yl)methanone). Starting materials: NC[C@H]1N(CCC[C@H]1C)C(=O)C1=C(C=CC=C1N1N=CC=N1)F (((2S,3R)-2-(aminomethyl)-3-methylpiperidin-1-yl)(2-fluoro-6-(2H-1,2,3-triazol-2-yl)phenyl)methanone), FC1=NC=C(C=C1)C(F)(F)F (2-fluoro-5-(trifluoromethyl)pyridine). Starting materials: ( d ), ( b ), ( c ), Cl.ClC1=CC=CC2=C1SC(=C2)C(=O)N[C@H]2CN1CCC2CC1 ((R)-7-chloro-N-(quinuclidin-3-yl)benzo[b]thiophene-2-carboxamide hydrochloride), II, ( a ), Cl.ClC1=CC=CC2=C1SC(=C2)C(=O)N[C@H]2CN1CCC2CC1 ((R)-7-chloro-N-(quinuclidin-3-yl)benzo[b]thiophene-2-carboxamide hydrochloride), C(C)#N (acetonitrile), C(C)#N (acetonitrile). Run in O (water), O (water). Yields the product ( e ), O.Cl.ClC1=CC=CC2=C1SC(=C2)C(=O)N[C@H]2CN1CCC2CC1 ((R)-7-chloro-N-(quinuclidin-3-yl)benzo[b]thiophene-2-carboxamide hydrochloride monohydrate). Reaction SMILES: Cl.[Cl:2][C:3]1[C:8]2[S:9][C:10]([C:12]([NH:14][C@@H:15]3[CH:20]4[CH2:21][CH2:22][N:17]([CH2:18][CH2:19]4)[CH2:16]3)=[O:13])=[CH:11][C:7]=2[CH:6]=[CH:5][CH:4]=1.C(#N)C>O>[OH2:13].[ClH:2].[Cl:2][C:3]1[C:8]2[S:9][C:10]([C:12]([NH:14][C@@H:15]3[CH:20]4[CH2:21][CH2:22][N:17]([CH2:18][CH2:19]4)[CH2:16]3)=[O:13])=[CH:11][C:7]=2[CH:6]=[CH:5][CH:4]=1 |f:0.1,4.5.6|. Procedure details: The present invention further includes a method for preparing the crystalline Form II, the method comprising: (a) adding (R)-7-chloro-N-(quinuclidin-3-yl)benzo[b]thiophene-2-carboxamide hydrochloride to (i) acetonitrile or (ii) aqueous acetonitrile to create a composition that is 10-20% by weight of (R)-7-chloro-N-(quinuclidin-3-yl)benzo[b]thiophene-2-carboxamide hydrochloride; (b) optionally adding water to the composition to make the water content 6-10%; (c) optionally cooling the solution at ...